describe an organic reaction: reactants, conditions, products, and yield From a dataset of the Open Reaction Database (ORD), a public repository of structured organic reaction records. The reactants are C(CCCCCCC)OC(=O)C(C(C(=O)O)(C)C)C (3-(1-Octyloxycarbonyl)-2,2-dimethylbutyric acid), S(=O)(Cl)Cl (thionyl chloride). Yields the product C(CCCCCCC)OC(=O)C(C(C(=O)Cl)(C)C)C (3-(1-octyloxycarbonyl)-2,2-dimethylbutyric acid chloride). Reaction SMILES: [CH2:1]([O:9][C:10]([CH:12]([CH3:19])[C:13]([CH3:18])([CH3:17])[C:14](O)=[O:15])=[O:11])[CH2:2][CH2:3][CH2:4][CH2:5][CH2:6][CH2:7][CH3:8].S(Cl)([Cl:22])=O>>[CH2:1]([O:9][C:10]([CH:12]([CH3:19])[C:13]([CH3:18])([CH3:17])[C:14]([Cl:22])=[O:15])=[O:11])[CH2:2][CH2:3][CH2:4][CH2:5][CH2:6][CH2:7][CH3:8]. Procedure: 3-(1-Octyloxycarbonyl)-2,2-dimethylbutyric acid (0.4 g) was treated with thionyl chloride (20 ml) and the excess thionyl chloride was removed in vacuo to afford 0.33 g of 3-(1-octyloxycarbonyl)-2,2-dimethylbutyric acid chloride.